Dataset: the Open Reaction Database (ORD), a public repository of structured organic reaction records. Task: describe an organic reaction: reactants, conditions, products, and yield Starting materials: C(c1ccc(cc1)[Br])=O, CC1=CN=C(C=C1)N, [C-]#[N+]C1CCCCC1. The reagents and catalysts are O=C(O)C(F)(F)F (trifluoroacetic acid). Solvent: CC(C)O (isopropyl alcohol), CC(C)O (isopropylalcohol). Reaction conditions: temperature 22 celsius, time 20 hour. Yields the product Cc1ccc2nc(c3ccc(cc3)[Br])c(NC3CCCCC3)n2c1. Isolated yield 5.1%. As a reaction SMILES: CC1=CC=C(N)N=C1.[C-]#[N+]C1CCCCC1.BrC1=CC=C(C=O)C=C1>>CC1=CN2C(C=C1)=NC(=C2NC1CCCCC1)C1=CC=C(Br)C=C1. Reactants: C(CCCCCCCCCCCCCCCCC)#N (stearonitrile), C(O)CN (ethanolamine). The reagents and catalysts are O.O.C(C)(=O)[O-].[Cd+2].C(C)(=O)[O-] (cadmium acetate dihydrate). Run in C(Cl)Cl (methylene chloride). Conditions: temperature 115 celsius, time 88 hour. Product: C(CCCCCCCCCCCCCCCC)C=1OCCN1 (2-Heptadecyl-2-Oxazoline). The yield is 99.6%. Reaction SMILES: [C:1](#[N:19])[CH2:2][CH2:3][CH2:4][CH2:5][CH2:6][CH2:7][CH2:8][CH2:9][CH2:10][CH2:11][CH2:12][CH2:13][CH2:14][CH2:15][CH2:16][CH2:17][CH3:18].[CH2:20]([CH2:22]N)[OH:21]>C(Cl)Cl.O.O.C([O-])(=O)C.[Cd+2].C([O-])(=O)C>[CH2:2]([C:1]1[O:21][CH2:20][CH2:22][N:19]=1)[CH2:3][CH2:4][CH2:5][CH2:6][CH2:7][CH2:8][CH2:9][CH2:10][CH2:11][CH2:12][CH2:13][CH2:14][CH2:15][CH2:16][CH2:17][CH3:18] |f:3.4.5.6.7|. Reported procedure: A stirred mixture of about 50.0 grams (0.19 mole) stearonitrile, about 11.7 grams (0.19 mole) ethanolamine, and about 1.2 grams (0.0048 mole) cadmium acetate dihydrate is heated at about 115 degrees C. to about 125 degrees C. under nitrogen for about 88 hours. The mixture is cooled and then dissolved in about 450 ml of methylene chloride and dried over magnesium sulfate. The mixture is then filtered. Residual solvent is removed from the filtrate by vacuum. About 58.6 grams of light yellow solid ... The reactants are Br, CC(C)O, CCOCC, CCO, C=CCc1ccccc1OCCCNC(C)C. Product: Br, CCCc1ccccc1OCCCNC(C)C. Reaction SMILES: [BrH:1].[CH3:19][CH:20]([OH:21])[CH3:22].[CH3:23][CH2:24][O:25][CH2:26][CH3:27].[CH3:28][CH2:29][OH:30].[CH:2]([CH3:3])([CH3:4])[NH:5][CH2:6][CH2:7][CH2:8][O:9][c:10]1[c:11]([CH2:16][CH:17]=[CH2:18])[cH:12][cH:13][cH:14][cH:15]1>>[BrH:1].[CH:2]([CH3:3])([CH3:4])[NH:5][CH2:6][CH2:7][CH2:8][O:9][c:10]1[c:11]([CH2:16][CH2:17][CH3:18])[cH:12][cH:13][cH:14][cH:15]1. Starting materials: CNCCNC (N1,N2-dimethylethane-1,2-diamine), C(=O)([O-])[O-].[K+].[K+] (K2CO3), BrC1=CC=CC(=N1)N1CCN(CC(C1)(C)OC)C(=O)OC(C)(C)C (tert-butyl 4-(6-bromopyridin-2-yl)-6-methoxy-6-methyl-1,4-diazepane-1-carboxylate), ClC1=CC2=C(C=N1)C=NN2 (6-chloro-1H-pyrazolo[4,3-c]pyridine). Reagents/catalysts: [Cu]I (CuI). Run in O1CCOCC1 (1,4-dioxane). Conditions: temperature 100 celsius. The product is ClC1=CC2=C(C=N1)C=NN2C2=CC=CC(=N2)N2CCN(CC(C2)(C)OC)C(=O)OC(C)(C)C (tert-butyl 4-(6-(6-chloro-1H-pyrazolo[4,3-c]pyridin-1-yl)pyridin-2-yl)-6-methoxy-6-methyl-1,4-diazepane-1-carboxylate). The yield is 70.9%. Reaction SMILES: Br[C:2]1[N:7]=[C:6]([N:8]2[CH2:14][C:13]([O:16][CH3:17])([CH3:15])[CH2:12][N:11]([C:18]([O:20][C:21]([CH3:24])([CH3:23])[CH3:22])=[O:19])[CH2:10][CH2:9]2)[CH:5]=[CH:4][CH:3]=1.[Cl:25][C:26]1[N:31]=[CH:30][C:29]2[CH:32]=[N:33][NH:34][C:28]=2[CH:27]=1.CNCCNC.C([O-])([O-])=O.[K+].[K+]>O1CCOCC1.[Cu]I>[Cl:25][C:26]1[N:31]=[CH:30][C:29]2[CH:32]=[N:33][N:34]([C:2]3[N:7]=[C:6]([N:8]4[CH2:14][C:13]([O:16][CH3:17])([CH3:15])[CH2:12][N:11]([C:18]([O:20][C:21]([CH3:24])([CH3:23])[CH3:22])=[O:19])[CH2:10][CH2:9]4)[CH:5]=[CH:4][CH:3]=3)[C:28]=2[CH:27]=1 |f:3.4.5|. Reported procedure: To a mixture of tert-butyl 4-(6-bromopyridin-2-yl)-6-methoxy-6-methyl-1,4-diazepane-1-carboxylate (530 mg, 1.33 mmol) and 6-chloro-1H-pyrazolo[4,3-c]pyridine (203 mg, 1.33 mmol) in 1,4-dioxane (30 mL) was added CuI (101 mg, 0.53 mmol), N1,N2-dimethylethane-1,2-diamine (94 mg, 1.06 mmol), and K2CO3 (734 mg, 5.32 mmol). The mixture was heated at 100° C., which was monitored by LCMS. After completion of the reaction, it was concentrated under reduced pressure. The crude material was purified by sil... The reactants are CC(C)(C)C(=O)Cl, CO, Cl, NCCc1ccc(O)c(O)c1, [NH4+], [OH-], O, c1ccncc1. Product: CC(C)(C)C(=O)NCCc1ccc(O)c(O)c1. Reaction SMILES: [C:19]([C:20]([CH3:21])([CH3:22])[CH3:23])(=[O:24])[Cl:25].[CH3:29][OH:30].[ClH:1].[NH2:2][CH2:3][CH2:4][c:5]1[cH:6][c:7]([OH:8])[c:9]([OH:10])[cH:11][cH:12]1.[NH4+:26].[OH-:27].[OH2:28].[cH:13]1[cH:14][cH:15][n:16][cH:17][cH:18]1>>[NH:2]([CH2:3][CH2:4][c:5]1[cH:6][c:7]([OH:8])[c:9]([OH:10])[cH:11][cH:12]1)[C:19]([C:20]([CH3:21])([CH3:22])[CH3:23])=[O:24].